This data is from the Open Reaction Database (ORD), a public repository of structured organic reaction records. The task is: describe an organic reaction: reactants, conditions, products, and yield Reactants: CCCCCC, Cc1ccccc1, Cc1cc(N)c(C)c(Cl)c1Oc1ccc(Cl)cc1Cl, O=C=NC(=O)c1c(F)cccc1F. Product: Cc1cc(NC(=O)NC(=O)c2c(F)cccc2F)c(C)c(Cl)c1Oc1ccc(Cl)cc1Cl. RXN SMILES: [CH3:33][CH2:34][CH2:35][CH2:36][CH2:37][CH3:38].[CH3:39][c:40]1[cH:41][cH:42][cH:43][cH:44][cH:45]1.[Cl:1][c:2]1[c:3]([CH3:19])[c:4]([NH2:5])[cH:6][c:7]([CH3:18])[c:8]1[O:9][c:10]1[c:11]([Cl:17])[cH:12][c:13]([Cl:16])[cH:14][cH:15]1.[F:20][c:21]1[c:22]([C:23](=[O:24])[N:25]=[C:26]=[O:27])[c:28]([F:32])[cH:29][cH:30][cH:31]1>>[Cl:1][c:2]1[c:3]([CH3:19])[c:4]([NH:5][C:26]([NH:25][C:23]([c:22]2[c:21]([F:20])[cH:31][cH:30][cH:29][c:28]2[F:32])=[O:24])=[O:27])[cH:6][c:7]([CH3:18])[c:8]1[O:9][c:10]1[c:11]([Cl:17])[cH:12][c:13]([Cl:16])[cH:14][cH:15]1. The reactants are C(CC(O)(C(=O)O)CC(=O)O)(=O)O (citric acid), O=C1NC2=CC=CC=C2CC1C(=O)O (2-Oxo-1,2,3,4-tetrahydro-3-quinolinecarboxylic acid), Cl.CNC (dimethylamine hydrochloride), C=1C=CC2=C(C1)N=NN2O (HOBt), CCN=C=NCCCN(C)C (WSC). The solvent is C(C)#N (acetonitrile), C(C)N(CC)CC (triethylamine). Reaction conditions: time 43 hour. Yields the product CN(C(=O)C1C(NC2=CC=CC=C2C1)=O)C (N,N-Dimethyl-2-oxo-1,2,3,4-tetrahydro-3-quinolinecarboxamide). Yield: 97.1%. RXN SMILES: [O:1]=[C:2]1[CH:11]([C:12]([OH:14])=O)[CH2:10][C:9]2[C:4](=[CH:5][CH:6]=[CH:7][CH:8]=2)[NH:3]1.Cl.[CH3:16][NH:17][CH3:18].C1C=CC2N(O)N=NC=2C=1.CCN=C=NCCCN(C)C.C(O)(=O)CC(CC(O)=O)(C(O)=O)O>C(#N)C.C(N(CC)CC)C>[CH3:16][N:17]([CH3:18])[C:12]([CH:11]1[CH2:10][C:9]2[C:4](=[CH:5][CH:6]=[CH:7][CH:8]=2)[NH:3][C:2]1=[O:1])=[O:14] |f:1.2|. Reported procedure: 2-Oxo-1,2,3,4-tetrahydro-3-quinolinecarboxylic acid (8.56 g), dimethylamine hydrochloride (4.60 g), HOBt (7.18 g), WSC (11.1 g) and triethylamine (20 ml) were added to acetonitrile (400ml). The reaction mixture was stirred at room temperature for 43 hours. 10% aqueous citric acid solution was added to the reaction mixture, which was extracted with ethyl acetate. The organic layer was washed with water, a saturated aqueous sodium hydrogencarbonate solution and a saturated aqueous sodium chloride ...